From a dataset of the Open Reaction Database (ORD), a public repository of structured organic reaction records. describe an organic reaction: reactants, conditions, products, and yield Starting materials: CC(=O)Cl, COc1ccc(CNc2cc(Cl)nn3c(C(=O)Nc4ccncc4F)cnc23)cc1, [H-], [Na+], CN(C)C=O. Yields the product COc1ccc(CN(C(C)=O)c2cc(Cl)nn3c(C(=O)Nc4ccncc4F)cnc23)cc1. As a reaction SMILES: [CH3:33][C:34]([Cl:35])=[O:36].[Cl:1][c:2]1[cH:3][c:4]([NH:21][CH2:22][c:23]2[cH:24][cH:25][c:26]([O:29][CH3:30])[cH:27][cH:28]2)[c:5]2[n:6]([n:7]1)[c:8]([C:11](=[O:12])[NH:13][c:14]1[c:15]([F:20])[cH:16][n:17][cH:18][cH:19]1)[cH:9][n:10]2.[H-:32].[Na+:31].[O:37]=[CH:38][N:39]([CH3:40])[CH3:41]>>[Cl:1][c:2]1[cH:3][c:4]([N:21]([CH2:22][c:23]2[cH:24][cH:25][c:26]([O:29][CH3:30])[cH:27][cH:28]2)[C:34]([CH3:33])=[O:36])[c:5]2[n:6]([n:7]1)[c:8]([C:11](=[O:12])[NH:13][c:14]1[c:15]([F:20])[cH:16][n:17][cH:18][cH:19]1)[cH:9][n:10]2. Procedure: 3-bromo-2-methylaniline (1.70 ml, 13.8 mmol) was added to water (6 ml) in a corning, conical reaction vessel cooled in an ice water bath, and HBF4 (6.5 ml, 49.7 mmol) was added. Then, NaNO2 (0.99 g, 14.3 mmol) in water (2 ml), cooled in an ice water bath, was added via syringe, and the thick suspension was stirred while being warmed to room temperature over 45 minutes. It was then recooled in an ice water bath and filtered via a Buchner funnel. The solid was washed with 5% aqueous HBF4 (100 ml),... The yield is 28.5%. RXN SMILES: [Br:1][C:2]1[C:3]([CH3:9])=[C:4]([CH:6]=[CH:7][CH:8]=1)[NH2:5].[H+].[B-](F)(F)(F)F.[N:16]([O-])=O.[Na+].CC([O-])=O.[K+]>O.C(Cl)(Cl)Cl>[Br:1][C:2]1[CH:8]=[CH:7][CH:6]=[C:4]2[C:3]=1[CH:9]=[N:16][NH:5]2 |f:1.2,3.4,5.6|. Product: BrC1=C2C=NNC2=CC=C1 (4-bromo-1H-indazole). The reactants are N(=O)[O-].[Na+] (NaNO2), [H+].[B-](F)(F)(F)F (HBF4), CC(=O)[O-].[K+] (KOAc), 18-c-6, BrC=1C(=C(N)C=CC1)C (3-bromo-2-methylaniline). Solvent: O (water), C(Cl)(Cl)Cl (chloroform), O (water).